Dataset: the Open Reaction Database (ORD), a public repository of structured organic reaction records. Task: describe an organic reaction: reactants, conditions, products, and yield The reactants are NC1=NC(=CC(=N1)C(=O)NCC1=NC(=CC=C1)Br)C=1OC=CC1 (2-amino-N-(6-bromo-2-pyridylmethyl)-6-(2-furyl)pyrimidine-4-carboxamide), [NH4+].[OH-] (NH4OH), C(CO)O (ethylene glycol), O (water). Reagents/catalysts: [Cu-]=O (copper(I)oxide). Solvent: Cl (HCl). Reaction conditions: temperature 90 celsius. The product is NC1=NC(=CC(=N1)C(=O)NCC1=NC(=CC=C1)N)C=1OC=CC1 (2-Amino-N-(6-amino-2-pyridylmethyl)-6-(2-furyl)pyrimidine-4-carboxamide). Yield: 22.0%. As a reaction SMILES: [NH2:1][C:2]1[N:7]=[C:6]([C:8]([NH:10][CH2:11][C:12]2[CH:17]=[CH:16][CH:15]=[C:14](Br)[N:13]=2)=[O:9])[CH:5]=[C:4]([C:19]2[O:20][CH:21]=[CH:22][CH:23]=2)[N:3]=1.[NH4+:24].[OH-].C(O)CO.O>Cl.[Cu-]=O>[NH2:1][C:2]1[N:7]=[C:6]([C:8]([NH:10][CH2:11][C:12]2[CH:17]=[CH:16][CH:15]=[C:14]([NH2:24])[N:13]=2)=[O:9])[CH:5]=[C:4]([C:19]2[O:20][CH:21]=[CH:22][CH:23]=2)[N:3]=1 |f:1.2|. Procedure details: A mixture of 2-amino-N-(6-bromo-2-pyridylmethyl)-6-(2-furyl)pyrimidine-4-carboxamide (350 mg, 0.93 mmol) and copper(I)oxide (6.7 mg, 0.046 mmol) in 4-M NH4OH in ethylene glycol (20.23 ml, 80.92 mmol) was heated in a sealed tube at 90° C. for 20 h, cooled, poured into water (100 mL) and extracted with EtOAc (2×25 mL). The combined organic phase was washed with brine (10 mL), dried (MgSO4), concentrated in vacuo and purified by chromatography [SiO2; Hexane:EtOAc (1:4)-(0:1)] to give the title comp... The reactants are C(C)(=O)[O-].[Na+] (sodium acetate), Cyclohepta[b]pyrrole-5-carboxylic acid nitrile, N1=C2C(C=C1)=CC=CC=C2 (cyclohepta[b]pyrrole), C(C(=O)Cl)(=O)Cl (oxalyl chloride), N (ammonia). The solvent is CN(C)C=O (DMF). Run at time 30 minute. Yields the product N1=C2C(C=C1)=CC(=CC=C2)C=O (cyclohepta[b]pyrrole-5-carbaldehyde). RXN SMILES: [N:1]1[CH:5]=[CH:4][C:3]2=[CH:6][CH:7]=[CH:8][CH:9]=[CH:10][C:2]=12.C(Cl)(=O)[C:12](Cl)=[O:13].C([O-])(=O)C.[Na+].N>CN(C=O)C>[N:1]1[CH:5]=[CH:4][C:3]2=[CH:6][C:7]([CH:12]=[O:13])=[CH:8][CH:9]=[CH:10][C:2]=12 |f:2.3|. Reported procedure: Cyclohepta[b]pyrrole-5-carboxylic acid nitrile: 800 mg of cyclohepta[b]pyrrole (manufactured according to Helv. Chim. Acta 67, 1647 (1984)) are added in portions, at 0°, to a solution of 1.1 ml of oxalyl chloride in 40 ml of DMF. The whole is subsequently stirred for 30 minutes at room temperature, then 60 ml of saturated sodium acetate solution are added and the pH is adjusted to 9 with concentrated ammonia. The cyclohepta[b]pyrrole-5-carbaldehyde formed is extracted with methylene chloride and... The reactants are CCCCCC(=O)Oc1ccc(C(=O)O)cc1, Cc1ccccc1, O=S(Cl)Cl. The product is CCCCCC(=O)Oc1ccc(C(=O)O)cc1, [Cl-]. As a reaction SMILES: [C:1]([CH2:2][CH2:3][CH2:4][CH2:5][CH3:6])(=[O:7])[O:8][c:9]1[cH:10][cH:11][c:12]([C:13](=[O:14])[OH:15])[cH:16][cH:17]1.[CH3:22][c:23]1[cH:24][cH:25][cH:26][cH:27][cH:28]1.[S:18]([Cl:19])([Cl:20])=[O:21]>>[C:1]([CH2:2][CH2:3][CH2:4][CH2:5][CH3:6])(=[O:7])[O:8][c:9]1[cH:10][cH:11][c:12]([C:13](=[O:14])[OH:15])[cH:16][cH:17]1.[Cl-:20].